From a dataset of the Open Reaction Database (ORD), a public repository of structured organic reaction records. describe an organic reaction: reactants, conditions, products, and yield Starting materials: C1CCNCC1, CC(C)c1cc(C=O)cc(C(C)C)c1O, O=C(O)Cc1ccccc1[N+](=O)[O-], Cc1ccccc1C. Yields the product CC(C)c1cc(C=Cc2ccccc2[N+](=O)[O-])cc(C(C)C)c1O. Reaction SMILES: [CH2:29]1[CH2:30][CH2:31][NH:32][CH2:33][CH2:34]1.[CH:1]([CH3:2])([CH3:3])[c:4]1[cH:5][c:6]([CH:7]=[O:8])[cH:9][c:10]([CH:13]([CH3:14])[CH3:15])[c:11]1[OH:12].[N+:16](=[O:17])([O-:18])[c:19]1[c:20]([CH2:25][C:26]([OH:27])=[O:28])[cH:21][cH:22][cH:23][cH:24]1.[c:35]1([CH3:36])[c:37]([CH3:38])[cH:39][cH:40][cH:41][cH:42]1>>[CH:1]([CH3:2])([CH3:3])[c:4]1[cH:5][c:6]([CH:7]=[CH:25][c:20]2[c:19]([N+:16](=[O:17])[O-:18])[cH:24][cH:23][cH:22][cH:21]2)[cH:9][c:10]([CH:13]([CH3:14])[CH3:15])[c:11]1[OH:12].